From a dataset of the Open Reaction Database (ORD), a public repository of structured organic reaction records. describe an organic reaction: reactants, conditions, products, and yield Reactants: NC=1SC=C(N1)C (2-amino-4-methyl thiazole), Cl.CN(CCCN=C=NCC)C (N-(3-Dimethylaminopropyl)-N′-ethylcarbodiimide hydrochloride), COCC(C)OC=1C=C(C(=O)O)C=C(C1)OC1=CC=C(C=C1)C=1OC(=NN1)C (3-(1-Methoxypropan-2-yloxy)-5-(4-(5-methyl-1,3,4-oxadiazol-2-yl)phenoxy)benzoic acid), CC1=NN=C(O1)C1=CC=C(OC=2C=C(C(=O)O)C=C(C2)OC2C(N(CC2)C)=O)C=C1 (3-(4-(5-Methyl-1,3,4-oxadiazol-2-yl)phenoxy)-5-(1-methyl-2-oxo pyrrolidin-3-yloxy)benzoic acid). The reagents and catalysts are CN(C1=CC=NC=C1)C (4-(Dimethylamino)pyridine). Run in C(Cl)Cl (DCM), C(Cl)Cl (DCM). Run at time 16 hour. Product: CC1=NN=C(O1)C1=CC=C(OC=2C=C(C(=O)NC=3SC=C(N3)C)C=C(C2)OC2C(N(CC2)C)=O)C=C1 (3-(4-(5-Methyl-1,3,4-oxadiazol-2-yl)phenoxy)-5-(1-methyl-2-oxopyrrolidin-3-yloxy)-N-(4-methylthiazol-2-yl)benzamide). Reaction SMILES: Cl.CN(C)CCCN=C=NCC.COCC(OC1C=C(C=C(OC2C=CC(C3OC(C)=NN=3)=CC=2)C=1)C(O)=O)C.[CH3:41][C:42]1[O:46][C:45]([C:47]2[CH:70]=[CH:69][C:50]([O:51][C:52]3[CH:53]=[C:54]([CH:58]=[C:59]([O:61][CH:62]4[CH2:66][CH2:65][N:64]([CH3:67])[C:63]4=[O:68])[CH:60]=3)[C:55](O)=[O:56])=[CH:49][CH:48]=2)=[N:44][N:43]=1.[NH2:71][C:72]1[S:73][CH:74]=[C:75]([CH3:77])[N:76]=1>CN(C)C1C=CN=CC=1.C(Cl)Cl>[CH3:41][C:42]1[O:46][C:45]([C:47]2[CH:48]=[CH:49][C:50]([O:51][C:52]3[CH:53]=[C:54]([CH:58]=[C:59]([O:61][CH:62]4[CH2:66][CH2:65][N:64]([CH3:67])[C:63]4=[O:68])[CH:60]=3)[C:55]([NH:71][C:72]3[S:73][CH:74]=[C:75]([CH3:77])[N:76]=3)=[O:56])=[CH:69][CH:70]=2)=[N:44][N:43]=1 |f:0.1|. Reported procedure: 4-(Dimethylamino)pyridine (DMAP) (0.149 g), N-(3-Dimethylaminopropyl)-N′-ethylcarbodiimide hydrochloride (EDCI.HCl) (0.524 g) were added to a solution of 3-(1-Methoxypropan-2-yloxy)-5-(4-(5-methyl-1,3,4-oxadiazol-2-yl)phenoxy)benzoic acid (0.5 g) (Intermediate 1) in dry DCM under nitrogen at 0-5° C. 2-amino-4-methyl thiazole (0.134 g) was added and the mixture was stirred for 16 h at room temperature. It was diluted with commercially available DCM. Organic phase was washed with dil HCl, saturate... Yields the product COC(\C(=C(/C(=O)OC)\C)\CC1=CC=CC=C1)=O (2-Benzyl-3-methylmaleic acid dimethyl ester). Reaction SMILES: [C:1]([C:7]([O:9][CH3:10])=[O:8])#[C:2][C:3]([O:5][CH3:6])=[O:4].[CH2:11]([Mg]Cl)[C:12]1[CH:17]=[CH:16][CH:15]=[CH:14][CH:13]=1.[CH3:20]I>>[CH3:6][O:5][C:3](=[O:4])/[C:2](/[CH2:11][C:12]1[CH:17]=[CH:16][CH:15]=[CH:14][CH:13]=1)=[C:1](/[CH3:20])\[C:7]([O:9][CH3:10])=[O:8]. Isolated yield 24.0%. The reactants are C(#CC(=O)OC)C(=O)OC (Dimethyl acetylenedicarboxylate), C(C1=CC=CC=C1)[Mg]Cl (benzylmagnesium chloride), CI (methyl iodide). Procedure details: Dimethyl acetylenedicarboxylate was reacted with benzylmagnesium chloride and methyl iodide in the same manner as Example 1 to give the title compound as oil (yield: 24%). Yields the product ClC1=NC=CC(=C1)C#CC=1N=C(N(C1C)C1=CC(=C(C=C1)OC)C(F)(F)F)C (2-Chloro-4-[1-(4-methoxy-3-trifluoromethyl-phenyl)-2,5-dimethyl-1H-imidazol-4-ylethynyl]-pyridine). Reactants: ClC(=C(C=O)C1=CC(=NC=C1)Cl)C=1N=C(N(C1C)C1=CC(=C(C=C1)OC)C(F)(F)F)C (3-Chloro-2-(2-chloro-pyridin-4-yl)-3-[1-(4-methoxy-3-trifluoromethyl-phenyl)-2,5-dimethyl-1H-imidazol-4-yl]-propenal), CC(C)([O-])C.[K+] (potassium tert-butoxide), O (water). The solvent is C1CCOC1 (THF), C1CCOC1 (THF). Reaction SMILES: Cl[C:2]([C:13]1[N:14]=[C:15]([CH3:31])[N:16]([C:19]2[CH:24]=[CH:23][C:22]([O:25][CH3:26])=[C:21]([C:27]([F:30])([F:29])[F:28])[CH:20]=2)[C:17]=1[CH3:18])=[C:3]([C:6]1[CH:11]=[CH:10][N:9]=[C:8]([Cl:12])[CH:7]=1)C=O.CC(C)([O-])C.[K+].O>C1COCC1>[Cl:12][C:8]1[CH:7]=[C:6]([C:3]#[C:2][C:13]2[N:14]=[C:15]([CH3:31])[N:16]([C:19]3[CH:24]=[CH:23][C:22]([O:25][CH3:26])=[C:21]([C:27]([F:30])([F:28])[F:29])[CH:20]=3)[C:17]=2[CH3:18])[CH:11]=[CH:10][N:9]=1 |f:1.2|. Reported procedure: A solution of 3-Chloro-2-(2-chloro-pyridin-4-yl)-3-[1-(4-methoxy-3-trifluoromethyl-phenyl)-2,5-dimethyl-1H-imidazol-4-yl]-propenal (0.9 g, 1.9 mmol) in 8 mL THF was dropped to a cold (0° C.) suspension of potassium tert-butoxide (0.47 g, 4.2 mmol) in 4 mL THF and water (0.04 mL, 2.1 mmol). The light brown reaction mixture was stirred at 0° C. for 1 hr. The reaction was extracted two times with ethyl acetate, saturated NaHCO3− solution, water and brine. The combined organic extracts were dried wi... Run at temperature 0 celsius, time 1 hour. The yield is 19.5%. Reactants: CC(C)(C)OC(=O)N1CCC(N)CC1, CC(=O)O[BH-](OC(C)=O)OC(C)=O, CC(=O)O, O=Cc1sc(Cl)nc1Cl, ClCCCl, [Na+], [Na+], [OH-]. Product: CC(C)(C)OC(=O)N1CCC(NCc2sc(Cl)nc2Cl)CC1. As a reaction SMILES: [C:15]([CH3:16])([CH3:17])([CH3:18])[O:19][C:20](=[O:21])[N:22]1[CH2:23][CH2:24][CH:25]([NH2:28])[CH2:26][CH2:27]1.[C:1]([O:2][BH-:3]([O:4][C:5](=[O:6])[CH3:7])[O:8][C:9](=[O:10])[CH3:11])(=[O:12])[CH3:13].[CH3:38][C:39](=[O:40])[OH:41].[Cl:29][c:30]1[s:31][c:32]([CH:36]=[O:37])[c:33]([Cl:35])[n:34]1.[Cl:44][CH2:45][CH2:46][Cl:47].[Na+:14].[Na+:43].[OH-:42]>>[C:15]([CH3:16])([CH3:17])([CH3:18])[O:19][C:20](=[O:21])[N:22]1[CH2:23][CH2:24][CH:25]([NH:28][CH2:36][c:32]2[s:31][c:30]([Cl:29])[n:34][c:33]2[Cl:35])[CH2:26][CH2:27]1. Reactants: CSC1=NC(=CC(=N1)O)C (2-methylthio-4-hydroxy-6-methylpyrimidine), [OH-].[Na+] (sodium hydroxide), FC(Cl)F (difluorochloromethane). The solvent is O1CCOCC1 (dioxane). Conditions: temperature 80 celsius. Product: CSC1=NC(=CC(=N1)OC(F)F)C (2-Methylthio-4-difluoromethoxy-6-methylpyrimidine). The yield is 27.4%. Reaction SMILES: [CH3:1][S:2][C:3]1[N:8]=[C:7]([OH:9])[CH:6]=[C:5]([CH3:10])[N:4]=1.[OH-].[Na+].[F:13][CH:14]([F:16])Cl>O1CCOCC1>[CH3:1][S:2][C:3]1[N:8]=[C:7]([O:9][CH:14]([F:16])[F:13])[CH:6]=[C:5]([CH3:10])[N:4]=1 |f:1.2|. Procedure: 218.7 g (1.4 mols) of 2-methylthio-4-hydroxy-6-methylpyrimidine are suspended in 1.12 litres of dioxane, and 1500 g (11.2 mols) of 30% aqueous sodium hydroxide solution are added. The suspension is heated to 80° C., and into this hot suspension are passed, in the course of 3 hours, 242 g (2.8 mols) of difluorochloromethane. The pale yellow suspension obtained is cooled to 20° C. and filtered. The residue is washed with dioxane and dried to thus yield 210 g of 2-methylthio-4-difluoromethoxy-6-met... The reactants are ( L ), FC1=NC=C(C=C1F)C(F)(F)F (2,3-difluoro-5-trifluoromethyl-pyridine), molten, OC1=CC=C(OC(C(=O)OC)C)C=C1 (methyl 2-(4-hydroxyphenoxy)propionate), C(=O)([O-])[O-].[K+].[K+] (K2CO3). The reagents and catalysts are [Br-].C(CCC)[N+](CCCC)(CCCC)CCCC (tetra-n-butylammonium bromide). Run in O (water). Product: FC=1C(=NC=C(C1)C(F)(F)F)OC1=CC=C(OC(C(=O)OC)C)C=C1 (Methyl 2-(4-((3-Fluoro-5-trifluoromethyl-2-pyridinyl)oxy)-phenoxy)propionate). Reaction SMILES: [OH:1][C:2]1[CH:14]=[CH:13][C:5]([O:6][CH:7]([CH3:12])[C:8]([O:10][CH3:11])=[O:9])=[CH:4][CH:3]=1.C([O-])([O-])=O.[K+].[K+].F[C:22]1[C:27]([F:28])=[CH:26][C:25]([C:29]([F:32])([F:31])[F:30])=[CH:24][N:23]=1>[Br-].C([N+](CCCC)(CCCC)CCCC)CCC.O>[F:28][C:27]1[C:22]([O:1][C:2]2[CH:3]=[CH:4][C:5]([O:6][CH:7]([CH3:12])[C:8]([O:10][CH3:11])=[O:9])=[CH:13][CH:14]=2)=[N:23][CH:24]=[C:25]([C:29]([F:31])([F:30])[F:32])[CH:26]=1 |f:1.2.3,5.6|. Procedure details: A 22 liter (L), 3-necked round-bottom flask with a bottom outlet was fitted with a mechanical stirrer, a condenser topped with a nitrogen inlet, and an addition funnel. Through the funnel, 6.546 kilograms (kg) (33.13 moles) of molten methyl 2-(4-hydroxyphenoxy)propionate, 6.571 kg (47.55 moles) of anhydrous K2CO3 and 319 g (0.99 moles) of tetra-n-butylammonium bromide were added to the reactor. Under constant agitation, the slurry was heated to 66° C. with a steam-water mixture controlled by a m...